This data is from the Open Reaction Database (ORD), a public repository of structured organic reaction records. The task is: describe an organic reaction: reactants, conditions, products, and yield Reactants: COC1=CC=C(C=C1)N1CCN(CC1)CCCCC1=CNC2=CC=C(C=C12)C(=O)O (3-[4-(4-p-methoxyphenylpiperazino)butyl]indole-5-carboxylic acid), Cl.N1=CC=CC=C1 (pyridine hydrochloride). The solvent is N1=CC=CC=C1 (pyridine). Run at time 3 hour. Product: OC1=CC=C(C=C1)N1CCN(CC1)CCCCC1=CNC2=CC=C(C=C12)C(=O)O (3-[4-(4-p-hydroxyphenylpiperazino)butyl]indole-5-carboxylic acid). Reaction SMILES: C[O:2][C:3]1[CH:8]=[CH:7][C:6]([N:9]2[CH2:14][CH2:13][N:12]([CH2:15][CH2:16][CH2:17][CH2:18][C:19]3[C:27]4[C:22](=[CH:23][CH:24]=[C:25]([C:28]([OH:30])=[O:29])[CH:26]=4)[NH:21][CH:20]=3)[CH2:11][CH2:10]2)=[CH:5][CH:4]=1.Cl.N1C=CC=CC=1>N1C=CC=CC=1>[OH:2][C:3]1[CH:8]=[CH:7][C:6]([N:9]2[CH2:10][CH2:11][N:12]([CH2:15][CH2:16][CH2:17][CH2:18][C:19]3[C:27]4[C:22](=[CH:23][CH:24]=[C:25]([C:28]([OH:30])=[O:29])[CH:26]=4)[NH:21][CH:20]=3)[CH2:13][CH2:14]2)=[CH:5][CH:4]=1 |f:1.2|. Reported procedure: A mixture of 4 g of 3-[4-(4-p-methoxyphenylpiperazino)butyl]indole-5-carboxylic acid, 3.2 g of pyridine hydrochloride and 80 ml of pyridine is boiled for 3 hours. It is cooled, evaporated and worked up in a conventional manner, and 3-[4-(4-p-hydroxyphenylpiperazino)butyl]indole-5-carboxylic acid is obtained. Starting materials: COC(=O)C=1C(=C2N(N=CC(=C2Cl)C#N)C1)C (4-chloro-3-cyano-5-methyl-pyrrolo[1,2-b]pyridazine-6-carboxylic acid methyl ester), C(C)(C)(C)OC(C(C)(C)OC1=C(C=CC=C1)OC1=CC=C(C=C1)N)=O (2-[2-(4-amino-phenoxy)-phenoxy]-2-methyl-propionic acid tert-butyl ester), C(=O)([O-])[O-].[K+].[K+] (K2CO3). The solvent is CN(C)C=O (DMF). Run at time 16 hour. The product is COC(=O)C=1C(=C2N(N=CC(=C2NC2=CC=C(C=C2)OC2=C(C=CC=C2)OC(C)(C)C(=O)OC(C)(C)C)C#N)C1)C (4-{4-[2-(1-tert-butoxycarbonyl-1-methyl-ethoxy)phenoxy]-phenylamino}-3-cyano-5-methyl-pyrrolo[1,2-b]pyridazine-6-carboxylicacid methyl ester). Yield: 91.0%. As a reaction SMILES: [CH3:1][O:2][C:3]([C:5]1[C:6]([CH3:17])=[C:7]2[C:12](Cl)=[C:11]([C:14]#[N:15])[CH:10]=[N:9][N:8]2[CH:16]=1)=[O:4].[C:18]([O:22][C:23](=[O:42])[C:24]([O:27][C:28]1[CH:33]=[CH:32][CH:31]=[CH:30][C:29]=1[O:34][C:35]1[CH:40]=[CH:39][C:38]([NH2:41])=[CH:37][CH:36]=1)([CH3:26])[CH3:25])([CH3:21])([CH3:20])[CH3:19].C([O-])([O-])=O.[K+].[K+]>CN(C=O)C>[CH3:1][O:2][C:3]([C:5]1[C:6]([CH3:17])=[C:7]2[C:12]([NH:41][C:38]3[CH:39]=[CH:40][C:35]([O:34][C:29]4[CH:30]=[CH:31][CH:32]=[CH:33][C:28]=4[O:27][C:24]([C:23]([O:22][C:18]([CH3:21])([CH3:20])[CH3:19])=[O:42])([CH3:26])[CH3:25])=[CH:36][CH:37]=3)=[C:11]([C:14]#[N:15])[CH:10]=[N:9][N:8]2[CH:16]=1)=[O:4] |f:2.3.4|. Reported procedure: A mixture of 4-chloro-3-cyano-5-methyl-pyrrolo[1,2-b]pyridazine-6-carboxylic acid methyl ester (prepared using the procedure of Example 1D) (320 mg, 1.28 mmol), aniline 388C (440 mg, 1.28 mmol) and K2CO3 (1.77 g, 12.8 mmol) in anhydrous DMF (8 ml) was stirred at rt for 16 h. After regular workup, the residue was purified by silica gel flash column chromatography to afford 388D (651 mg, 91%) as a faintly yellow solid (0%-4% EtOAc—CH2Cl2). LCMS Found: (M+H)+=556.8; (M−tBu+2H)+=500.9 The reactants are [Li]CCCC, [Cl-], [Cl-], COC(=O)c1cc(I)cc(C(=O)O)c1, C1CCOC1, [Pd], [Zn+2], c1ccc(P(c2ccccc2)c2ccccc2)cc1, c1ccc(P(c2ccccc2)c2ccccc2)cc1, c1ccc(P(c2ccccc2)c2ccccc2)cc1, c1ccc(P(c2ccccc2)c2ccccc2)cc1, c1cocn1. Yields the product COC(=O)c1cc(C(=O)O)cc(-c2ncco2)c1. Reaction SMILES: [CH2:6]([Li:7])[CH2:8][CH2:9][CH3:10].[Cl-:30].[Cl-:32].[I:11][c:12]1[cH:13][c:14]([C:15](=[O:16])[OH:17])[cH:18][c:19]([C:21](=[O:22])[O:23][CH3:24])[cH:20]1.[O:25]1[CH2:26][CH2:27][CH2:28][CH2:29]1.[Pd:109].[Zn+2:31].[c:33]1([P:34]([c:35]2[cH:36][cH:37][cH:38][cH:39][cH:40]2)[c:41]2[cH:42][cH:43][cH:44][cH:45][cH:46]2)[cH:47][cH:48][cH:49][cH:50][cH:51]1.[c:52]1([P:53]([c:54]2[cH:55][cH:56][cH:57][cH:58][cH:59]2)[c:60]2[cH:61][cH:62][cH:63][cH:64][cH:65]2)[cH:66][cH:67][cH:68][cH:69][cH:70]1.[c:71]1([P:72]([c:73]2[cH:74][cH:75][cH:76][cH:77][cH:78]2)[c:79]2[cH:80][cH:81][cH:82][cH:83][cH:84]2)[cH:85][cH:86][cH:87][cH:88][cH:89]1.[c:90]1([P:91]([c:92]2[cH:93][cH:94][cH:95][cH:96][cH:97]2)[c:98]2[cH:99][cH:100][cH:101][cH:102][cH:103]2)[cH:104][cH:105][cH:106][cH:107][cH:108]1.[o:1]1[cH:2][n:3][cH:4][cH:5]1>>[o:1]1[c:2](-[c:12]2[cH:13][c:14]([C:15](=[O:16])[OH:17])[cH:18][c:19]([C:21](=[O:22])[O:23][CH3:24])[cH:20]2)[n:3][cH:4][cH:5]1. Starting materials: COc1ccc2c(c1)C(COS(C)(=O)=O)CC2, CS(C)=O, N#C[Na]. The product is COc1ccc2c(c1)C(CC#N)CC2. RXN SMILES: [CH3:1][O:2][c:3]1[cH:4][cH:5][c:6]2[c:10]([cH:11]1)[CH:9]([CH2:12][O:13][S:14]([CH3:15])(=[O:16])=[O:17])[CH2:8][CH2:7]2.[CH3:21][S:22](=[O:23])[CH3:24].[Na:18][C:19]#[N:20]>>[CH3:1][O:2][c:3]1[cH:4][cH:5][c:6]2[c:10]([cH:11]1)[CH:9]([CH2:12][C:19]#[N:20])[CH2:8][CH2:7]2. As a reaction SMILES: [CH3:29][O:30][c:31]1[cH:32][c:33]([CH2:34][NH:35][CH:36]([CH3:37])[CH3:38])[cH:39][cH:40][cH:41]1.[CH3:51][CH2:52][OH:53].[CH:42]([N:43]([CH:44]([CH3:45])[CH3:46])[CH2:47][CH3:48])([CH3:49])[CH3:50].[Cl:23][C:24]([C:25]([Cl:26])=[O:27])=[O:28].[Cl:55][CH2:56][Cl:57].[F:1][c:2]1[c:3](-[c:8]2[n:9][c:10]([S:19][CH3:20])[n:11][cH:12][c:13]2[C:14]([O:16][CH2:15][CH3:17])=[O:18])[cH:4][cH:5][cH:6][cH:7]1.[Na+:22].[O:58]=[CH:59][N:60]([CH3:61])[CH3:62].[OH-:21].[OH2:54]>>[F:1][c:2]1[c:3](-[c:8]2[n:9][c:10]([S:19][CH3:20])[n:11][cH:12][c:13]2[C:14](=[O:16])[N:35]([CH2:34][c:33]2[cH:32][c:31]([O:30][CH3:29])[cH:41][cH:40][cH:39]2)[CH:36]([CH3:37])[CH3:38])[cH:4][cH:5][cH:6][cH:7]1. Yields the product COc1cccc(CN(C(=O)c2cnc(SC)nc2-c2ccccc2F)C(C)C)c1. Reactants: COc1cccc(CNC(C)C)c1, CCO, CCN(C(C)C)C(C)C, O=C(Cl)C(=O)Cl, ClCCl, CCOC(=O)c1cnc(SC)nc1-c1ccccc1F, [Na+], CN(C)C=O, [OH-], O.